This data is from the Open Reaction Database (ORD), a public repository of structured organic reaction records. The task is: describe an organic reaction: reactants, conditions, products, and yield Reactants: CC(C(=O)N)(C)C (2,2,2-trimethylacetamide), NC1=CC=C(C=N1)OC1=CC(=NC=C1)C(=O)NC1CC1 (4-((6-aminopyridin-3-yl)oxy)-N-cyclopropylpicolinamide), CCN(C(C)C)C(C)C (DIEA), C(C(=O)Cl)(=O)Cl (oxalyl chloride). Run in CCOC(=O)C (EtOAc), ClCCCl (DCE), O1CCOCC1 (dioxane). Run at temperature 80 celsius, time 20 hour. The product is C1(CC1)NC(C1=NC=CC(=C1)OC=1C=NC(=CC1)NC(=O)NC(C(C)(C)C)=O)=O (N-cyclopropyl-4-((6-(3-pivaloylureido)pyridin-3-yl)oxy)picolinamide). Yield: 66.6%. As a reaction SMILES: [CH3:1][C:2]([CH3:7])([CH3:6])[C:3]([NH2:5])=[O:4].C(Cl)(=O)[C:9](Cl)=[O:10].[NH2:14][C:15]1[N:20]=[CH:19][C:18]([O:21][C:22]2[CH:27]=[CH:26][N:25]=[C:24]([C:28]([NH:30][CH:31]3[CH2:33][CH2:32]3)=[O:29])[CH:23]=2)=[CH:17][CH:16]=1.CCN(C(C)C)C(C)C>ClCCCl.O1CCOCC1.CCOC(C)=O>[CH:31]1([NH:30][C:28](=[O:29])[C:24]2[CH:23]=[C:22]([O:21][C:18]3[CH:19]=[N:20][C:15]([NH:14][C:9]([NH:5][C:3](=[O:4])[C:2]([CH3:7])([CH3:6])[CH3:1])=[O:10])=[CH:16][CH:17]=3)[CH:27]=[CH:26][N:25]=2)[CH2:32][CH2:33]1. Procedure details: A suspension of 2,2,2-trimethylacetamide (0.150 g, 1.480 mmol) in DCE (4 mL) was treated with oxalyl chloride (0.130 mL, 1.480 mmol), heated at 80° C. for 1 h, cooled to RT, added drop-wise to a solution of 4-((6-aminopyridin-3-yl)oxy)-N-cyclopropylpicolinamide (0.2 g, 0.740 mmol) and DIEA (0.646 mL, 3.70 mmol) in dioxane (4 mL) and stirred at RT for 20 h. The mixture was diluted with EtOAc, washed with satd. NaHCO3, water, then brine and the combined aqueous washes were back-extracted with EtOA... The reactants are CN(C(CN(C=1C2=C(N=CN1)N(C=C2)S(=O)(=O)C2=CC=C(C)C=C2)[C@H]2CNCCC2)=O)C ((R)—N, N-dimethyl-2-(piperidin-3-yl(7-tosyl-7H-pyrrolo[2,3-d]pyrimidin-4-yl)amino) acetamide), CCN=C=NCCCN(C)C (EDCI), C=1C=CC2=C(C1)N=NN2O (HOBt), ClC=1C=C(C=C(C1)Cl)NCC(=O)O (2-(3,5-dichlorophenylamino)acetic acid), CCN(C(C)C)C(C)C (DIEA). Run in O (water), CN(C)C=O (DMF). Run at time 8 hour. The product is ClC=1C=C(C=C(C1)Cl)NCC(=O)N1C[C@@H](CCC1)N(CC(=O)N(C)C)C=1C2=C(N=CN1)N(C=C2)S(=O)(=O)C2=CC=C(C)C=C2 ((R)-2-((1-(2-(3,5-dichlorophenylamino) acetyl) piperidin-3-yl) (7-tosyl-7H-pyrrolo[2,3-d]pyrimidin-4-yl)amino)-N, N-dimethylacetamide). The yield is 31.6%. RXN SMILES: [CH3:1][N:2]([CH3:32])[C:3](=[O:31])[CH2:4][N:5]([C@@H:25]1[CH2:30][CH2:29][CH2:28][NH:27][CH2:26]1)[C:6]1[C:7]2[CH:14]=[CH:13][N:12]([S:15]([C:18]3[CH:24]=[CH:23][C:21]([CH3:22])=[CH:20][CH:19]=3)(=[O:17])=[O:16])[C:8]=2[N:9]=[CH:10][N:11]=1.CCN=C=NCCCN(C)C.C1C=CC2N(O)N=NC=2C=1.[Cl:54][C:55]1[CH:56]=[C:57]([NH:62][CH2:63][C:64](O)=[O:65])[CH:58]=[C:59]([Cl:61])[CH:60]=1.CCN(C(C)C)C(C)C>CN(C=O)C.O>[Cl:54][C:55]1[CH:56]=[C:57]([NH:62][CH2:63][C:64]([N:27]2[CH2:28][CH2:29][CH2:30][C@@H:25]([N:5]([C:6]3[C:7]4[CH:14]=[CH:13][N:12]([S:15]([C:18]5[CH:19]=[CH:20][C:21]([CH3:22])=[CH:23][CH:24]=5)(=[O:17])=[O:16])[C:8]=4[N:9]=[CH:10][N:11]=3)[CH2:4][C:3]([N:2]([CH3:1])[CH3:32])=[O:31])[CH2:26]2)=[O:65])[CH:58]=[C:59]([Cl:61])[CH:60]=1. Reported procedure: To a solution of (R)—N, N-dimethyl-2-(piperidin-3-yl(7-tosyl-7H-pyrrolo[2,3-d]pyrimidin-4-yl)amino) acetamide (100 mg, 0.24 mmol) in DMF (7 mL) was added EDCI (54 mg, 0.3 mmol), HOBt (39 mg, 0.3 mmol), 2-(3,5-dichlorophenylamino)acetic acid (53 mg, 0.24 mmol) and DIEA (0.50 mL, 0.36 mmol) at 0° C. The solution was stirred at rt overnight and the reaction mixture was diluted with water (50 mL). The organic layer was dried (Na2SO4) and concentrated in vacuo to give a residue which was purified by ... The reactants are CCCCCCCCCCC (undecane), C12CCCCC(CCCC1)N2 (11-azabicyclo[4.4.1]undecane). The product is C12CC3NCC2CC3CC1 (4-azatricyclo[4.4.0.03,8 ]decane). RXN SMILES: CCCCCCCCCCC.[CH:12]12[NH:22][CH:17]([CH2:18][CH2:19][CH2:20][CH2:21]1)[CH2:16][CH2:15][CH2:14]C2>>[CH:15]12[CH2:14][CH2:18][CH:19]3[CH:17]([NH:22][CH2:12][CH:21]1[CH2:20]3)[CH2:16]2. Reported procedure: 4.3.1.13,8 ]undecane; 11-azabicyclo[4.4.1]undecane; Reactants: C(C)(C)(C)OC(N(C)[C@@H]1CC[C@H](CC1)C#CCCCCl)=O (trans-[4-(5-Chloro-pent-1-ynyl)-cyclohexyl]-methyl-carbamic acid tert-butyl ester), FC(C(=O)[O-])(F)F.ClCCCC#C[C@@H]1CC[C@H](CC1)[NH2+]C (trans-[4-(5-Chloro-pent-1-ynyl)-cyclohexyl]-methyl-ammonium trifluoroacetate). Yields the product ClCCCC#C[C@@H]1CC[C@H](CC1)NC (trans-[4-(5-Chloro-pent-1-ynyl)-cyclohexyl]-methyl-amine). As a reaction SMILES: C(O[C:6](=O)[N:7]([C@H:9]1[CH2:14][CH2:13][C@H:12]([C:15]#[C:16][CH2:17][CH2:18][CH2:19][Cl:20])[CH2:11][CH2:10]1)C)(C)(C)C.FC(F)(F)C([O-])=O.ClCCCC#C[C@H]1CC[C@H]([NH2+]C)CC1>>[Cl:20][CH2:19][CH2:18][CH2:17][C:16]#[C:15][C@H:12]1[CH2:11][CH2:10][C@H:9]([NH:7][CH3:6])[CH2:14][CH2:13]1 |f:1.2|. Reported procedure: In analogy to example 32.1, trans-[4-(5-Chloro-pent-1-ynyl)-cyclohexyl]-methyl-carbamic acid tert-butyl ester was converted to trans-[4-(5-Chloro-pent-1-ynyl)-cyclohexyl]-methyl-ammonium trifluoroacetate. The compound was purified by dissolving the salt in water, washing it with Et2O (3×). The water phase was adjusted to pH 8 (with aqueous saturated NaHCO3) and extracted with EtOAc (3×) to give trans-[4-(5-Chloro-pent-1-ynyl)-cyclohexyl]-methyl-amine, MS: 314 (MH+, 1Cl). Run in C(Cl)Cl (CH2Cl2). Reported procedure: To a stirred solution of tert-butyl 1-(2,2,2-trifluoroethylcarbamoyl)cyclobutylcarbamate (500 mg, 1.68 mmol) in CH2Cl2 (10 mL) was added trifluoroacetic acid (TFA, 1.0 mL) dropwise and the reaction mixture was stirred overnight. The volatiles were evaporated and the residue was triturated with pentane to give the title compound as colorless gum which was taken on to the next step without further purification (400 mg, 77%): 1H NMR (300 MHz, DMSO-d6) δ 9.14 (t, J=6.0 Hz, 1H), 8.52 (bs, 2H), 4.08-3... Reactants: FC(CNC(=O)C1(CCC1)NC(OC(C)(C)C)=O)(F)F (tert-butyl 1-(2,2,2-trifluoroethylcarbamoyl)cyclobutylcarbamate), FC(C(=O)O)(F)F (trifluoroacetic acid). RXN SMILES: [F:1][C:2]([F:20])([F:19])[CH2:3][NH:4][C:5]([C:7]1([NH:11]C(=O)OC(C)(C)C)[CH2:10][CH2:9][CH2:8]1)=[O:6].[F:21][C:22]([F:27])([F:26])[C:23]([OH:25])=[O:24]>C(Cl)Cl>[F:21][C:22]([F:27])([F:26])[C:23]([O-:25])=[O:24].[F:1][C:2]([F:19])([F:20])[CH2:3][NH:4][C:5]([C:7]1([NH3+:11])[CH2:10][CH2:9][CH2:8]1)=[O:6] |f:3.4|. Reaction conditions: time 8 hour. Product: FC(C(=O)[O-])(F)F.FC(CNC(=O)C1(CCC1)[NH3+])(F)F (1-((2,2,2-Trifluoroethyl)carbamoyl)cyclobutanaminium 2,2,2-trifluoroacetate). Reactants: [Na+].C1=C(C=CC2=CC=CC=C12)OCCOC1=CC=C(C=C1)C(C(=O)[O-])=O (4-[[2-(2-naphthalenyloxy)ethyl]oxy]-alpha-oxobenzeneacetic acid sodium salt), Cl (hydrochloric acid). Run in ClCCl (dichloromethane). Reaction conditions: time 1 hour. Product: C1=C(C=CC2=CC=CC=C12)OCCOC1=CC=C(C=C1)C(C(=O)O)=O (4[[2- (2-naphthalenyloxy)ethyl]oxy]-alpha-oxobenzeneacetic acid). Isolated yield 92.3%. RXN SMILES: [Na+].[CH:2]1[C:11]2[C:6](=[CH:7][CH:8]=[CH:9][CH:10]=2)[CH:5]=[CH:4][C:3]=1[O:12][CH2:13][CH2:14][O:15][C:16]1[CH:21]=[CH:20][C:19]([C:22](=[O:26])[C:23]([O-:25])=[O:24])=[CH:18][CH:17]=1.Cl>ClCCl>[CH:2]1[C:11]2[C:6](=[CH:7][CH:8]=[CH:9][CH:10]=2)[CH:5]=[CH:4][C:3]=1[O:12][CH2:13][CH2:14][O:15][C:16]1[CH:21]=[CH:20][C:19]([C:22](=[O:26])[C:23]([OH:25])=[O:24])=[CH:18][CH:17]=1 |f:0.1|. Procedure: A mixture of 4-[[2-(2-naphthalenyloxy)ethyl]oxy]-alpha-oxobenzeneacetic acid sodium salt (3.0 g), dichloromethane (500 mL), and 1N hydrochloric acid (25 mL) was stirred for one hour until all solids dissolved. The layers were separated, the water layer was extracted 2×100 mL of dichloromethane and the organic layers were washed in turn with water. The combined organic layers were dried (Na2SO4), filtered and evaporated to give 2.8 g of crude product. Crystallization from dichloromethane-hexane p... Starting materials: C(C)(C)[N-]C(C)C.[Li+] (lithium diisopropylamide), CN(C=O)C (N,N-dimethyl-formamide), FC1=C(C=CC(=C1)F)NS(=O)(=O)CCC (propane-1-sulfonic acid (2,4-difluoro-phenyl)-amide), C(CCC)[Li] (n-butyllithium), C(C)(C)NC(C)C (diisopropylamine). Solvent: O (water), O1CCCC1 (tetrahydrofuran), O1CCCC1 (tetrahydrofuran). Conditions: temperature -78 celsius, time 30 minute. The product is FC1=C(C=CC(=C1C=O)F)NS(=O)(=O)CCC (propane-1-sulfonic acid (2,4-difluoro-3-formyl-phenyl)-amide). RXN SMILES: [F:1][C:2]1[CH:7]=[C:6]([F:8])[CH:5]=[CH:4][C:3]=1[NH:9][S:10]([CH2:13][CH2:14][CH3:15])(=[O:12])=[O:11].C([N-]C(C)C)(C)C.[Li+].C([Li])CCC.C(NC(C)C)(C)C.CN(C)[CH:38]=[O:39]>O1CCCC1.O>[F:1][C:2]1[C:7]([CH:38]=[O:39])=[C:6]([F:8])[CH:5]=[CH:4][C:3]=1[NH:9][S:10]([CH2:13][CH2:14][CH3:15])(=[O:12])=[O:11] |f:1.2|. Procedure details: To propane-1-sulfonic acid (2,4-difluoro-phenyl)-amide (57, 1.5 g, 6.38 mmol) in tetrahydrofuran (10 mL) under an atmosphere of nitrogen, cooled in a −78° C. acetone/dry ice bath was added lithium diisopropylamide (0.80 M in tetrahydrofuran, 24 mL, freshly prepared from n-butyllithium and diisopropylamine). After 30 minutes, N,N-dimethyl-formamide (542 μL, 7.018 mmol) was added dropwise to the reaction. The reaction was stirred for 30 minutes at −78° C. and then allowed to warm to room temperatu...